From a dataset of the Open Reaction Database (ORD), a public repository of structured organic reaction records. describe an organic reaction: reactants, conditions, products, and yield The reactants are Cl.N[C@H]1CC[C@H](CC1)NC(=O)C1=C(NC2=C1N=CN=C2C2=C(C=CC(=C2)C(C)C)OCC2CC2)C (N-(cis-4-aminocyclohexyl)-4-[2-(cyclopropylmethoxy)-5-(propan-2-yl)phenyl]-6-methyl-5H-pyrrolo[3,2-d]pyrimidine-7-carboxamide hydrochloride), C(C)(=O)O[C@H](C(=O)Cl)C ((2S)-1-chloro-1-oxopropan-2-yl acetate). Product: C1(CC1)COC1=C(C=C(C=C1)C(C)C)C=1C2=C(N=CN1)C(=C(N2)C)C(=O)N[C@@H]2CC[C@@H](CC2)NC([C@H](C)O)=O (4-[2-(Cyclopropylmethoxy)-5-(propan-2-yl)phenyl]-N-(cis-4-{[(2S)-2-hydroxypropanoyl]amino}cyclohexyl)-6-methyl-5H-pyrrolo[3,2-d]pyrimidine-7-carboxamide). As a reaction SMILES: Cl.[NH2:2][C@@H:3]1[CH2:8][CH2:7][C@H:6]([NH:9][C:10]([C:12]2[C:16]3[N:17]=[CH:18][N:19]=[C:20]([C:21]4[CH:26]=[C:25]([CH:27]([CH3:29])[CH3:28])[CH:24]=[CH:23][C:22]=4[O:30][CH2:31][CH:32]4[CH2:34][CH2:33]4)[C:15]=3[NH:14][C:13]=2[CH3:35])=[O:11])[CH2:5][CH2:4]1.C([O:39][C@@H:40]([CH3:44])[C:41](Cl)=[O:42])(=O)C>>[CH:32]1([CH2:31][O:30][C:22]2[CH:23]=[CH:24][C:25]([CH:27]([CH3:29])[CH3:28])=[CH:26][C:21]=2[C:20]2[C:15]3[NH:14][C:13]([CH3:35])=[C:12]([C:10]([NH:9][C@H:6]4[CH2:7][CH2:8][C@@H:3]([NH:2][C:41](=[O:42])[C@@H:40]([OH:39])[CH3:44])[CH2:4][CH2:5]4)=[O:11])[C:16]=3[N:17]=[CH:18][N:19]=2)[CH2:33][CH2:34]1 |f:0.1|. Procedure details: Starting from N-(cis-4-aminocyclohexyl)-4-[2-(cyclopropylmethoxy)-5-(propan-2-yl)phenyl]-6-methyl-5H-pyrrolo[3,2-d]pyrimidine-7-carboxamide hydrochloride (example D.f54) and commercially available (2S)-1-chloro-1-oxopropan-2-yl acetate the title compound is obtained as colorless solid. Reactants: Cl (hydrochloric acid), OC1=C(C=CC(=C1)O)C(C)=O (2',4'-dihydroxyacetophenone), C(CCC(=O)C)(=O)OCC (ethyl levulinate), N1CCCC1 (pyrrolidine). Run in O (water), CCOCC (ether), C1(=CC=CC=C1)C (toluene). Product: C(C)OC(CCC1(OC2=C(C(C1)=O)C=CC(=C2)O)C)=O (racemic-3,4-dihydro-7-hydroxy-2-methyl-4-oxo-2H-1-benzopyran-2-propanoic acid ethyl ester). Yield: 58.1%. RXN SMILES: [OH:1][C:2]1[CH:7]=[C:6]([OH:8])[CH:5]=[CH:4][C:3]=1[C:9](=[O:11])[CH3:10].[C:12]([O:19][CH2:20][CH3:21])(=[O:18])[CH2:13][CH2:14][C:15]([CH3:17])=O.N1CCCC1.Cl>CCOCC.O.C1(C)C=CC=CC=1>[CH2:20]([O:19][C:12](=[O:18])[CH2:13][CH2:14][C:15]1([CH3:17])[CH2:10][C:9](=[O:11])[C:3]2[CH:4]=[CH:5][C:6]([OH:8])=[CH:7][C:2]=2[O:1]1)[CH3:21]. Procedure details: A mixture of 30.4 g of 2',4'-dihydroxyacetophenone, 28.8 g of ethyl levulinate, 21.3 g of pyrrolidine, and 400 ml of toluene was stirred and refluxed for 3 hours with removal of water by means of a Dean-Stark trap. The resulting mixture was cooled in an ice bath and treated with 300 ml of 1.2N aqueous hydrochloric acid. After being stirred at room temperature for 45 minutes, the mixture was treated with ether and the aqueous layer was separated. The organic solution was washed with 1.2N hydrochl...